This data is from the Open Reaction Database (ORD), a public repository of structured organic reaction records. The task is: describe an organic reaction: reactants, conditions, products, and yield Reactants: Cl.NO (hydroxylamine hydrochloride), ClC=1C=C(C=CC1S(=O)(=O)C)[C@H](C(=O)NC1=NC=C(N=C1)Cl)CC1CCC(CC1)=O (2(R)-(3-chloro-4-methanesulfonyl-phenyl)-N-(5-chloro-pyrazin-2-yl)-3-(4-oxo-cyclohexyl)-propionamide). Solvent: CO (methanol), N1=C(C=CC=C1C)C (2,6-lutidine). Reaction conditions: temperature 25 celsius, time 30 minute. The product is hexanes ethyl acetate, ClC=1C=C(C=CC1S(=O)(=O)C)[C@H](C(=O)NC1=NC=C(N=C1)Cl)CC1CCC(CC1)=NO (2(R)-(3-chloro-4-methanesulfonyl-phenyl)-N-(5-chloro-pyrazin-2-yl)-3-(4-hydroxyimino-cyclohexyl)-propionamide). The yield is 93.6%. Reaction SMILES: Cl.[NH2:2][OH:3].[Cl:4][C:5]1[CH:6]=[C:7]([C@@H:15]([CH2:26][CH:27]2[CH2:32][CH2:31][C:30](=O)[CH2:29][CH2:28]2)[C:16]([NH:18][C:19]2[CH:24]=[N:23][C:22]([Cl:25])=[CH:21][N:20]=2)=[O:17])[CH:8]=[CH:9][C:10]=1[S:11]([CH3:14])(=[O:13])=[O:12]>CO.N1C(C)=CC=CC=1C>[Cl:4][C:5]1[CH:6]=[C:7]([C@@H:15]([CH2:26][CH:27]2[CH2:32][CH2:31][C:30](=[N:2][OH:3])[CH2:29][CH2:28]2)[C:16]([NH:18][C:19]2[CH:24]=[N:23][C:22]([Cl:25])=[CH:21][N:20]=2)=[O:17])[CH:8]=[CH:9][C:10]=1[S:11]([CH3:14])(=[O:13])=[O:12] |f:0.1|. Procedure details: A solution of hydroxylamine hydrochloride (7.0 mg, 0.099 mmol) in methanol (0.2 mL) and 2,6-lutidine (0.2 mL) was treated with 2(R)-(3-chloro-4-methanesulfonyl-phenyl)-N-(5-chloro-pyrazin-2-yl)-3-(4-oxo-cyclohexyl)-propionamide (prepared as in Example 61, 31 mg, 0.066 mmol). The reaction mixture was stirred at 25° C. for 30 min and was then concentrated in vacuo to remove methanol. The resulting residue was suspended in ethyl acetate (10 mL), washed with water 1×5 mL), dried over magnesium sulfa...